This data is from the Open Reaction Database (ORD), a public repository of structured organic reaction records. The task is: describe an organic reaction: reactants, conditions, products, and yield The reactants are COC1=CC=C(C=C1)S(=O)(=O)C1C(NC(S1)=O)=O (5-(4-methoxyphenylsulfonyl)-thiazolidine-2,4-dione), C[Si](N[Si](C)(C)C)(C)C.[Na] (sodium hexamethyldisilazane), ClC1=CC=C(C=C1)C#CCCCI (1-(4-chlorophenyl)-5-iodo-1-pentyne). Run in CN(C)C=O (DMF). Conditions: time 15 minute. The product is ClC1=CC=C(C=C1)C#CCCCC1(C(NC(S1)=O)=O)S(=O)(=O)C1=CC=C(C=C1)OC (5-[5-(4-Chlorophenyl)pent-4-ynyl]-5-(4-methoxyphenylsulfonyl)- thiazolidine-2,4-dione). RXN SMILES: [CH3:1][O:2][C:3]1[CH:8]=[CH:7][C:6]([S:9]([CH:12]2[S:16][C:15](=[O:17])[NH:14][C:13]2=[O:18])(=[O:11])=[O:10])=[CH:5][CH:4]=1.C[Si](C)(C)N[Si](C)(C)C.[Na].[Cl:29][C:30]1[CH:35]=[CH:34][C:33]([C:36]#[C:37][CH2:38][CH2:39][CH2:40]I)=[CH:32][CH:31]=1>CN(C=O)C>[Cl:29][C:30]1[CH:35]=[CH:34][C:33]([C:36]#[C:37][CH2:38][CH2:39][CH2:40][C:12]2([S:9]([C:6]3[CH:7]=[CH:8][C:3]([O:2][CH3:1])=[CH:4][CH:5]=3)(=[O:10])=[O:11])[S:16][C:15](=[O:17])[NH:14][C:13]2=[O:18])=[CH:32][CH:31]=1 |f:1.2,^1:27|. Procedure details: To a solution of 5-(4-methoxyphenylsulfonyl)-thiazolidine-2,4-dione [U.S. Pat. No. 5,605,918; February 1997; Wrobel, et al.]((2.74 g, 9.5 mMol) in DMF (50 ml) was added sodium hexamethyldisilazane (1.0 M solution in THF-19.0 ml, 19.0 mmol) at room temperature, under nitrogen, and this was stirred for 15 minutes. To this was added 1-(4-chlorophenyl)-5-iodo-1-pentyne (2.70 g, 9.5 mmol) over 5 minutes, and this solution was stirred overnight at room temperature. The reaction mixture was quenched in... Starting materials: N1C(CCC2=CC=CC=C12)=O (3,4-dihydroquinolin-2(1H)-one), BrCCCCCC(=O)Cl (6-bromohexanoyl chloride). Product: BrCCCCCC(=O)C=1C=C2CCC(NC2=CC1)=O (6-(6-Bromohexanoyl)-3,4-dihydroquinolin-2(1H)-one), crystals. As a reaction SMILES: [NH:1]1[C:10]2[C:5](=[CH:6][CH:7]=[CH:8][CH:9]=2)[CH2:4][CH2:3][C:2]1=[O:11].[Br:12][CH2:13][CH2:14][CH2:15][CH2:16][CH2:17][C:18](Cl)=[O:19]>>[Br:12][CH2:13][CH2:14][CH2:15][CH2:16][CH2:17][C:18]([C:7]1[CH:6]=[C:5]2[C:10](=[CH:9][CH:8]=1)[NH:1][C:2](=[O:11])[CH2:3][CH2:4]2)=[O:19]. Reported procedure: Using 3,4-dihydroquinolin-2(1H)-one (2.94 g) and 6-bromohexanoyl chloride (5.1 g) according to the same method as that of Reference Example 1, the title compound was obtained as colorless crystals (1.62 g) having a melting point of 116 to 117° C. Reactants: 2,3-isopropylidene-D(+)-ribono-1,4-lactone, C1(=CC=CC=C1)C(C(=O)OC(C(CC)C1=CC=CC=C1)=O)CC (2-phenylbutyric anhydride), N1=CC=CC=C1 (pyridine). The solvent is d5, C(C)OCC (diethyl ether). Yields the product C1(=CC=CC=C1)C(C(=O)O)CC ((+)2-phenylbutyric acid). Isolated yield 91.5%. Reaction SMILES: [C:1]1([CH:7]([CH2:22][CH3:23])[C:8]([O:10]C(=O)C(C2C=CC=CC=2)CC)=[O:9])[CH:6]=[CH:5][CH:4]=[CH:3][CH:2]=1.N1C=CC=CC=1>C(OCC)C>[C:1]1([CH:7]([CH2:22][CH3:23])[C:8]([OH:10])=[O:9])[CH:6]=[CH:5][CH:4]=[CH:3][CH:2]=1. Reported procedure: A solution of 2,3-isopropylidene-D(+)-ribono-1,4-lactone (188 mg) and 2-phenylbutyric anhydride (310 mg) in d5 -pyridine (0.35 ml) was monitored by 1H n.m.r. until reaction was complete (1.5 hours). The mixture was dissolved in diethyl ether (20 ml), partitioned with aqueous hydrochloric acid (2×20 ml, 1M) and aqueous sodium hydroxide (2×10 ml, 1M). The combined alkaline extracts were acidified with 10M hydrochloric acid to pH 2, extracted with diethyl ether (2×10 ml) and the dried (MgSO4) ether... The reactants are CC(C)(C)NC(=O)c1ccc(Br)nc1, CC(c1ccc(B2OC(C)(C)C(C)(C)O2)cc1)N1CCC(CC(C)(C)O)(c2ccccc2)OC1=O. The product is CC(c1ccc(-c2ccc(C(=O)NC(C)(C)C)cn2)cc1)N1CCC(CC(C)(C)O)(c2ccccc2)OC1=O. As a reaction SMILES: [Br:36][c:37]1[n:38][cH:39][c:40]([C:41](=[O:42])[NH:43][C:44]([CH3:45])([CH3:46])[CH3:47])[cH:48][cH:49]1.[OH:1][C:2]([CH2:3][C:4]1([c:28]2[cH:29][cH:30][cH:31][cH:32][cH:33]2)[CH2:5][CH2:6][N:7]([CH:11]([CH3:12])[c:13]2[cH:14][cH:15][c:16]([B:19]3[O:20][C:21]([CH3:22])([CH3:23])[C:24]([CH3:25])([CH3:26])[O:27]3)[cH:17][cH:18]2)[C:8](=[O:10])[O:9]1)([CH3:34])[CH3:35]>>[OH:1][C:2]([CH2:3][C:4]1([c:28]2[cH:29][cH:30][cH:31][cH:32][cH:33]2)[CH2:5][CH2:6][N:7]([CH:11]([CH3:12])[c:13]2[cH:14][cH:15][c:16](-[c:37]3[n:38][cH:39][c:40]([C:41](=[O:42])[NH:43][C:44]([CH3:45])([CH3:46])[CH3:47])[cH:48][cH:49]3)[cH:17][cH:18]2)[C:8](=[O:10])[O:9]1)([CH3:34])[CH3:35]. Reactants: C(C)OC(CN1CCSC2=C(C1=O)C=CS2)OCC (4-(2,2-diethoxyethyl)-2,3-dihydrothieno[3,2-f]-1,4-thiazepin-5(4H)-one), Cl (hydrochloric acid), O (water). Solvent: O1CCCC1 (tetrahydrofuran). Reaction conditions: time 20 hour. Product: O=C1N(CCSC2=C1C=CS2)CC=O (2,3,4,5-tetrahydro-5-oxothieno[3,2-f]-1,4-thiazepin-4-acetaldehyde). Yield: 87.1%. Reaction SMILES: C([O:3][CH:4](OCC)[CH2:5][N:6]1[C:12](=[O:13])[C:11]2[CH:14]=[CH:15][S:16][C:10]=2[S:9][CH2:8][CH2:7]1)C.Cl.O>O1CCCC1>[O:13]=[C:12]1[C:11]2[CH:14]=[CH:15][S:16][C:10]=2[S:9][CH2:8][CH2:7][N:6]1[CH2:5][CH:4]=[O:3]. Procedure: To a solution of 8.0 g of 2,3-dihydrothieno[3,2-f]-1,4-thiazepin-5(4H)-one in 160 ml of N,N-dimethylformamide was added 6.3 g of potassium t-butoxide with stirring under ice-cooling and the mixture was stirred for an hour at room temperature. Then to the mixture was added 8.4 ml of bromoacetaldehyde diethyl acetal under ice-cooling. The mixture was stirred for 5 hours at room temperature and water was added thereto and extracted with ethyl acetate. The extract was washed with water, dried over m...